From a dataset of the Open Reaction Database (ORD), a public repository of structured organic reaction records. describe an organic reaction: reactants, conditions, products, and yield Reactants: C=CC#N, Cl, Fc1ccc(OC2CCNCC2c2ccccc2)cc1. Product: Cl, N#CCCN1CCC(Oc2ccc(F)cc2)C(c2ccccc2)C1. RXN SMILES: [CH2:21]=[CH:22][C:23]#[N:24].[ClH:25].[F:1][c:2]1[cH:3][cH:4][c:5]([O:6][CH:7]2[CH:8]([c:13]3[cH:14][cH:15][cH:16][cH:17][cH:18]3)[CH2:9][NH:10][CH2:11][CH2:12]2)[cH:19][cH:20]1>>[ClH:25].[F:1][c:2]1[cH:3][cH:4][c:5]([O:6][CH:7]2[CH:8]([c:13]3[cH:14][cH:15][cH:16][cH:17][cH:18]3)[CH2:9][N:10]([CH2:21][CH2:22][C:23]#[N:24])[CH2:11][CH2:12]2)[cH:19][cH:20]1. The reactants are [Cl-].CN(C)[NH+]=CCl (Dimethylaminochloromethyleneammonium chloride), O1CCCC1 (tetrahydrofuran), saturated aqueous solution, C(O)([O-])=O.[Na+] (sodium hydrogencarbonate), NC=1SC=C(N1)/C(/C(=O)O)=C/CC ((Z)-2-(2-aminothiazol-4-yl)-2-pentenoic acid), CO (Methanol). Run at time 1 hour. Yields the product CN(C)C=NC=1SC=C(N1)/C(/C(=O)OC)=C/CC (methyl (Z)-2-(2-dimethylamino methylidenaminothiazol-4-yl)-2-pentenoate). Isolated yield 67.0%. RXN SMILES: [Cl-].[CH3:2][N:3]([NH+]=CCl)[CH3:4].[O:8]1CCC[CH2:9]1.[NH2:13][C:14]1[S:15][CH:16]=[C:17](/[C:19](=[CH:23]/[CH2:24][CH3:25])/C(O)=O)[N:18]=1.[C:26](=O)([O-])O.[Na+].[CH3:31][OH:32]>>[CH3:2][N:3]([CH:4]=[N:13][C:14]1[S:15][CH:16]=[C:17](/[C:19](=[CH:23]/[CH2:24][CH3:25])/[C:31]([O:8][CH3:9])=[O:32])[N:18]=1)[CH3:26] |f:0.1,4.5|. Procedure details: Dimethylaminochloromethyleneammonium chloride (830 mg, 6.5 mmol) was added to 12 ml of tetrahydrofuran, and the resulting mixture was ice-cooled. Added to the mixture were 196 mg (0.99 mmol) of (Z)-2-(2-aminothiazol-4-yl)-2-pentenoic acid, followed by stirring for 1 hour. Methanol (10 ml) was added thereto. The mixture so obtained was stirred for 30 minutes. The mixture was then poured into 60 ml of a saturated aqueous solution of sodium hydrogencarbonate. The mixture so obtained was extracted t... Starting materials: FCCCN1S(C2=C(C(C1)O)C=C(S2)S(=O)(=O)NC(C)(C)C)(=O)=O (2-(3-Fluoropropyl)-3,4-dihydro-4-hydroxy-N-(1,1-dimethylethyl)-2H-thieno[3,2-e]-1,2-thiazine-6-sulfonamide 1,1-dioxide), C1(=CC=C(C=C1)S(=O)(=O)Cl)C (p-toluenesulfonyl chloride), C(C)N (ethylamine). Solvent: C1CCOC1 (THF). The product is Cl.C(C)NC1CN(S(C2=C1C=C(S2)S(=O)(=O)N)(=O)=O)CCCF (4-Ethylamino-3,4-dihydro-2-(3-fluoropropyl)-2H-thieno[3,2-e]-1,2-thiazine-6-sulfonamide 1,1-dioxide hydrochloride). As a reaction SMILES: [F:1][CH2:2][CH2:3][CH2:4][N:5]1[CH2:10][CH:9](O)[C:8]2[CH:12]=[C:13]([S:15]([NH:18]C(C)(C)C)(=[O:17])=[O:16])[S:14][C:7]=2[S:6]1(=[O:24])=[O:23].C1(C)C=CC(S([Cl:34])(=O)=O)=CC=1.[CH2:36]([NH2:38])[CH3:37]>C1COCC1>[ClH:34].[CH2:36]([NH:38][CH:9]1[C:8]2[CH:12]=[C:13]([S:15]([NH2:18])(=[O:16])=[O:17])[S:14][C:7]=2[S:6](=[O:23])(=[O:24])[N:5]([CH2:4][CH2:3][CH2:2][F:1])[CH2:10]1)[CH3:37] |f:4.5|. Reported procedure: A solution of the product from Step A (0.99 g, 2.87 mmol) in THF (6.0 mL) at 0° C. was treated with p-toluenesulfonyl chloride (1.09 g, 5.75 mmol) and subsequently ethylamine (5 mL) in a manner identical to that described in Example 7, Step D to give the desired compound (700 mg, recrystallized from ethyl acetate/methylene chloride): mp 238°-239° C. Analysis. Calculated for C11H19 ClFN3O4S3 : C, 32.38; H, 4.69; N, 10.30. Found: C, 32.52; H, 4.90; N, 10.29.